From a dataset of the Open Reaction Database (ORD), a public repository of structured organic reaction records. describe an organic reaction: reactants, conditions, products, and yield The reactants are Cc1cccc(Br)c1C, CCOP(=O)(OCC)OCC, Cl[Ni]Cl, O. Product: CCOP(=O)(OCC)c1cccc(C)c1C. RXN SMILES: [Br:1][c:2]1[c:3]([CH3:9])[c:4]([CH3:8])[cH:5][cH:6][cH:7]1.[CH3:10][CH2:11][O:12][P:13](=[O:14])([O:15][CH2:16][CH3:17])[O:18][CH2:19][CH3:20].[Ni:21]([Cl:22])[Cl:23].[OH2:24]>>[c:2]1([P:13]([O:12][CH2:11][CH3:10])(=[O:14])[O:15][CH2:16][CH3:17])[c:3]([CH3:9])[c:4]([CH3:8])[cH:5][cH:6][cH:7]1. Reactants: BrB(Br)Br, CCOC(=O)Nc1cccc(-c2c(C#N)c3ccc(OC)cc3n2CC)c1, ClCCl. The product is CCOC(=O)Nc1cccc(-c2c(C#N)c3ccc(O)cc3n2CC)c1. As a reaction SMILES: [B:28]([Br:29])([Br:30])[Br:31].[CH2:1]([CH3:2])[O:3][C:4]([NH:5][c:6]1[cH:7][c:8](-[c:12]2[n:13]([CH2:25][CH3:26])[c:14]3[cH:15][c:16]([O:23][CH3:24])[cH:17][cH:18][c:19]3[c:20]2[C:21]#[N:22])[cH:9][cH:10][cH:11]1)=[O:27].[Cl:32][CH2:33][Cl:34]>>[CH2:1]([CH3:2])[O:3][C:4]([NH:5][c:6]1[cH:7][c:8](-[c:12]2[n:13]([CH2:25][CH3:26])[c:14]3[cH:15][c:16]([OH:23])[cH:17][cH:18][c:19]3[c:20]2[C:21]#[N:22])[cH:9][cH:10][cH:11]1)=[O:27]. Reactants: BrC1=CC(=C(C=C1)C(=O)N1CCN(CC1)C1=NC=C(C=C1C)C)C ((4-bromo-2-methylphenyl)[4-(3,5-dimethylpyridin-2-yl)piperazin-1-yl]methanone), O1C(NCC1)=O (oxazolidin-2-one). The product is CC=1C(=NC=C(C1)C)N1CCN(CC1)C(=O)C1=C(C=C(C=C1)N1C(OCC1)=O)C (3-{4-[4-(3,5-dimethylpyridin-2-yl)piperazine-1-carbonyl]-3-methylphenyl}oxazolidin-2-one). Isolated yield 49.4%. RXN SMILES: Br[C:2]1[CH:7]=[CH:6][C:5]([C:8]([N:10]2[CH2:15][CH2:14][N:13]([C:16]3[C:21]([CH3:22])=[CH:20][C:19]([CH3:23])=[CH:18][N:17]=3)[CH2:12][CH2:11]2)=[O:9])=[C:4]([CH3:24])[CH:3]=1.[O:25]1[CH2:29][CH2:28][NH:27][C:26]1=[O:30]>>[CH3:22][C:21]1[C:16]([N:13]2[CH2:14][CH2:15][N:10]([C:8]([C:5]3[CH:6]=[CH:7][C:2]([N:27]4[CH2:28][CH2:29][O:25][C:26]4=[O:30])=[CH:3][C:4]=3[CH3:24])=[O:9])[CH2:11][CH2:12]2)=[N:17][CH:18]=[C:19]([CH3:23])[CH:20]=1. Reported procedure: By reaction and treatment in the same manner as in Example 1 and using (4-bromo-2-methylphenyl)[4-(3,5-dimethylpyridin-2-yl)piperazin-1-yl]methanone (777 mg) described in Preparation Example 67 and oxazolidin-2-one (209 mg), the title compound (390 mg) was obtained. Reactants: C(N)(=O)C(C1=CC=CC=C1)(C1=CC=CC=C1)C1CNCC1 (3-(R,S)-(1-carbamoyl-1,1-diphenylmethyl)pyrrolidine), O(C1=CC=CC=C1)CCCBr (3-phenoxypropylbromide), C([O-])([O-])=O.[K+].[K+] (potassium carbonate), C(C)#N (acetonitrile). The solvent is O (water). The product is C(N)(=O)C(C1=CC=CC=C1)(C1=CC=CC=C1)C1CN(CC1)CCCOC1=CC=CC=C1 (3-(R,S)-(1-carbamoyl-1,1-diphenylmethyl)-1-(3-phenoxypropyl)pyrrolidine). Reaction SMILES: [C:1]([C:4]([CH:17]1[CH2:21][CH2:20][NH:19][CH2:18]1)([C:11]1[CH:16]=[CH:15][CH:14]=[CH:13][CH:12]=1)[C:5]1[CH:10]=[CH:9][CH:8]=[CH:7][CH:6]=1)(=[O:3])[NH2:2].[O:22]([CH2:29][CH2:30][CH2:31]Br)[C:23]1[CH:28]=[CH:27][CH:26]=[CH:25][CH:24]=1.C(=O)([O-])[O-].[K+].[K+].C(#N)C>O>[C:1]([C:4]([CH:17]1[CH2:21][CH2:20][N:19]([CH2:31][CH2:30][CH2:29][O:22][C:23]2[CH:28]=[CH:27][CH:26]=[CH:25][CH:24]=2)[CH2:18]1)([C:11]1[CH:12]=[CH:13][CH:14]=[CH:15][CH:16]=1)[C:5]1[CH:10]=[CH:9][CH:8]=[CH:7][CH:6]=1)(=[O:3])[NH2:2] |f:2.3.4|. Procedure: A mixture containing 3-(R,S)-(1-carbamoyl-1,1-diphenylmethyl)pyrrolidine (0.3 g--see Preparation B), 3-phenoxypropylbromide (0.24 g), anhydrous potassium carbonate (0.4 g) and acetonitrile (10 ml) was heated under reflux for 5 hours. On cooling to room temperature water (40 ml) was added and the resulting mixture extracted with dichloromethane (3×50 ml). The combined dichloromethane extracts were dried (MgSO4) and concentrated in vacuo to give an oil which was purified by column chromatography o... Starting materials: C(#N)C=1C=CC(=C(C(=O)O)C1)OC (5-Cyano-2-methoxy-benzoic acid), C(C(=O)Cl)(=O)Cl (oxalyl chloride), N1(CCOCC1)CC1=CC2=C(NC(=N2)C2=NNC=C2N)C=C1 (3-(5-morpholin-4-ylmethyl-1H-benzimidazol-2-yl)-1H-pyrazol-4-ylamine), C(#N)C=1C=CC(=C(C(=O)Cl)C1)OC (5-cyano-2-methoxy-benzoyl chloride), C(C)(C)N(CC)C(C)C (diisopropylethylamine). Reagents/catalysts: CN(C)C=O (DMF). Run in C(Cl)Cl (DCM), C1CCOC1 (THF). Reaction conditions: time 1 hour. Yields the product C(#N)C=1C=CC(=C(C(=O)NC=2C(=NNC2)C2=NC3=C(N2)C=CC(=C3)CN3CCOCC3)C1)OC (5-cyano-2-methoxy-N-[3-(5-morpholin-4-ylmethyl-1H-benzoimidazol-2-yl)-1H-pyrazol-4-yl]-benzamide). Isolated yield 11.9%. As a reaction SMILES: [C:1]([C:3]1[CH:4]=[CH:5][C:6]([O:12][CH3:13])=[C:7]([CH:11]=1)[C:8]([OH:10])=O)#[N:2].C(Cl)(=O)C(Cl)=O.[N:20]1([CH2:26][C:27]2[CH:41]=[CH:40][C:30]3[NH:31][C:32]([C:34]4[C:38]([NH2:39])=[CH:37][NH:36][N:35]=4)=[N:33][C:29]=3[CH:28]=2)[CH2:25][CH2:24][O:23][CH2:22][CH2:21]1.C(C1C=CC(OC)=C(C=1)C(Cl)=O)#N.C(N(C(C)C)CC)(C)C>C(Cl)Cl.CN(C=O)C.C1COCC1>[C:1]([C:3]1[CH:4]=[CH:5][C:6]([O:12][CH3:13])=[C:7]([CH:11]=1)[C:8]([NH:39][C:38]1[C:34]([C:32]2[NH:31][C:30]3[CH:40]=[CH:41][C:27]([CH2:26][N:20]4[CH2:21][CH2:22][O:23][CH2:24][CH2:25]4)=[CH:28][C:29]=3[N:33]=2)=[N:35][NH:36][CH:37]=1)=[O:10])#[N:2]. Procedure details: 5-Cyano-2-methoxy-benzoic acid (Example 1F) (40 mg, 0.22 mmol) was dissolved in DCM (5 ml) and oxalyl chloride (34.4 mg, 0.264 mmol) was then added drop wise followed by DMF (1 drop). The reaction mixture was stirred at ambient temperature for 1 hour, reduced in vacuo, then re-evaporated using toluene (×2). A mixture of 3-(5-morpholin-4-ylmethyl-1H-benzimidazol-2-yl)-1H-pyrazol-4-ylamine (100 mg, 0.33 mmol), 5-cyano-2-methoxy-benzoyl chloride and diisopropylethylamine (1.83 μl, 0.9 mmol) in THF ... Product: OCCCCNc1ccc2ccccc2n1. Starting materials: CS(C)=O, Clc1ccc2ccccc2n1, NCCCCO, O. As a reaction SMILES: [CH3:18][S:19]([CH3:20])=[O:21].[Cl:1][c:2]1[n:3][c:4]2[cH:5][cH:6][cH:7][cH:8][c:9]2[cH:10][cH:11]1.[NH2:12][CH2:13][CH2:14][CH2:15][CH2:16][OH:17].[OH2:22]>>[c:2]1([NH:12][CH2:13][CH2:14][CH2:15][CH2:16][OH:17])[n:3][c:4]2[cH:5][cH:6][cH:7][cH:8][c:9]2[cH:10][cH:11]1. Reactants: COCCCCn1c(C(=O)N(CC(C)C)C2CC(C(N)=O)CN(C(=O)OC(C)(C)C)C2)nc2ccccc21, O=C(OC(=O)C(F)(F)F)C(F)(F)F, c1ccncc1. Product: COCCCCn1c(C(=O)N(CC(C)C)C2CC(C#N)CN(C(=O)OC(C)(C)C)C2)nc2ccccc21. RXN SMILES: [C:1]([NH2:2])(=[O:3])[CH:4]1[CH2:5][N:6]([C:32](=[O:33])[O:34][C:35]([CH3:36])([CH3:37])[CH3:38])[CH2:7][CH:8]([N:10]([CH2:11][CH:12]([CH3:13])[CH3:14])[C:15](=[O:16])[c:17]2[n:18][c:19]3[c:20]([n:21]2[CH2:22][CH2:23][CH2:24][CH2:25][O:26][CH3:27])[cH:28][cH:29][cH:30][cH:31]3)[CH2:9]1.[F:39][C:40]([F:41])([F:42])[C:43]([O:44][C:45](=[O:46])[C:47]([F:48])([F:49])[F:50])=[O:51].[cH:52]1[cH:53][cH:54][n:55][cH:56][cH:57]1>>[C:1](#[N:2])[CH:4]1[CH2:5][N:6]([C:32](=[O:33])[O:34][C:35]([CH3:36])([CH3:37])[CH3:38])[CH2:7][CH:8]([N:10]([CH2:11][CH:12]([CH3:13])[CH3:14])[C:15](=[O:16])[c:17]2[n:18][c:19]3[c:20]([n:21]2[CH2:22][CH2:23][CH2:24][CH2:25][O:26][CH3:27])[cH:28][cH:29][cH:30][cH:31]3)[CH2:9]1.